From a dataset of the Open Reaction Database (ORD), a public repository of structured organic reaction records. describe an organic reaction: reactants, conditions, products, and yield Reactants: S(=S)(=O)([O-])[O-].[Na+].[Na+] (sodium thiosulphate), C([O-])(O)=O.[Na+] (sodium bicarbonate), CC(=O)OI1(C=2C=CC=CC2C(=O)O1)(OC(=O)C)OC(=O)C (Dess-Martin periodinane), C(C)(C)(C)C=1SC=C(N1)C(=O)N1CCOC2(C1)CCN(CC2)CC=2SC=C(C2)CCO ((2-tert-Butylthiazol-4-yl)(9-((4-(2-hydroxyethyl)thiophen-2-yl)methyl)-1-oxa-4,9-diazaspiro[5.5]undecan-4-yl)methanone), C(=O)(C(F)(F)F)O (TFA). The solvent is C(C)(=O)OCC (ethyl acetate), C(Cl)Cl (DCM). Product: C(C)(C)(C)C=1SC=C(N1)C(=O)N1CCOC2(C1)CCN(CC2)CC2=CC(=CS2)CC=O (2-(5-((4-(2-tert-Butylthiazole-4-carbonyl)-1-oxa-4,9-diazaspiro[5.5]undecan-9-yl)methyl)thiophen-3-yl)acetaldehyde). Reaction SMILES: CC(OI1(OC(C)=O)(OC(C)=O)OC(=O)C2C=CC=CC1=2)=O.[C:23]([C:27]1[S:28][CH:29]=[C:30]([C:32]([N:34]2[CH2:39][C:38]3([CH2:44][CH2:43][N:42]([CH2:45][C:46]4[S:47][CH:48]=[C:49]([CH2:51][CH2:52][OH:53])[CH:50]=4)[CH2:41][CH2:40]3)[O:37][CH2:36][CH2:35]2)=[O:33])[N:31]=1)([CH3:26])([CH3:25])[CH3:24].C(O)(C(F)(F)F)=O.S([O-])([O-])(=O)=S.[Na+].[Na+].C(=O)(O)[O-].[Na+]>C(Cl)Cl.C(OCC)(=O)C>[C:23]([C:27]1[S:28][CH:29]=[C:30]([C:32]([N:34]2[CH2:39][C:38]3([CH2:40][CH2:41][N:42]([CH2:45][C:46]4[S:47][CH:48]=[C:49]([CH2:51][CH:52]=[O:53])[CH:50]=4)[CH2:43][CH2:44]3)[O:37][CH2:36][CH2:35]2)=[O:33])[N:31]=1)([CH3:26])([CH3:24])[CH3:25] |f:3.4.5,6.7|. Procedure details: Dess-Martin periodinane (0.316 g) was added to stirred solution of (2-tert-butylthiazol-4-yl)(9-((4-(2-hydroxyethyl)thiophen-2-yl)methyl)-1-oxa-4,9-diazaspiro[5.5]undecan-4-yl)methanone (example 43, step d) (0.23 g) and TFA (0.05 mL) in DCM (5 mL). After 40 min the reaction mixture was treated with aqueous saturated sodium thiosulphate solution (5 mL), saturated sodium bicarbonate solution (5 mL) and ethyl acetate (30 mL). The mixture was extracted twice with ethyl acetate, the combined organics... The reactants are [Br-], CCO, [Na+], [OH-], c1ccc([P+]2(c3ccccc3)Cc3ccc4ccccc4c3-c3c(ccc4ccccc34)C2)cc1. RXN SMILES: [Br-:1].[CH3:39][CH2:40][OH:41].[Na+:38].[OH-:37].[c:2]1([P+:8]2([c:31]3[cH:32][cH:33][cH:34][cH:35][cH:36]3)[CH2:9][c:10]3[c:11]([c:23]4[cH:24][cH:25][cH:26][cH:27][c:28]4[cH:29][cH:30]3)-[c:12]3[c:13]([cH:15][cH:16][c:17]4[cH:18][cH:19][cH:20][cH:21][c:22]34)[CH2:14]2)[cH:3][cH:4][cH:5][cH:6][cH:7]1>>[c:2]1([P:8]([CH2:9][c:10]2[c:11](-[c:12]3[c:13]([CH3:14])[cH:15][cH:16][c:17]4[cH:18][cH:19][cH:20][cH:21][c:22]34)[c:23]3[cH:24][cH:25][cH:26][cH:27][c:28]3[cH:29][cH:30]2)([c:31]2[cH:32][cH:33][cH:34][cH:35][cH:36]2)=[O:37])[cH:3][cH:4][cH:5][cH:6][cH:7]1. Product: Cc1ccc2ccccc2c1-c1c(CP(=O)(c2ccccc2)c2ccccc2)ccc2ccccc12. Starting materials: NC1=CC2=C(CCN(CC2)CC(=O)N(C)C)C=C1OC (2-(7-Amino-8-methoxy-1,2,4,5-tetrahydro-benzo[d]azepin-3-yl)-N,N-dimethyl-acetamide), ( M ), ClC1=NC=C(C(=N1)NC1=C(C=CC=2NC(CN(CC21)S(=O)(=O)C)=O)OC)Cl (6-(2,5-Dichloro-pyrimidin-4-ylamino)-4-methanesulfonyl-7-methoxy-1,3,4,5-tetrahydro-benzo[e][1,4]diazepin-2-one), example 730. The product is ClC=1C(=NC(=NC1)NC1=CC2=C(CCN(CC2)CC(=O)N(C)C)C=C1OC)NC1=C(C=CC=2NC(CN(CC21)S(=O)(=O)C)=O)OC (2-{7-[5-Chloro-4-(4-methanesulfonyl-7-methoxy-2-oxo-2,3,4,5-tetrahydro-1H-benzo[e][1,4]diazepin-6-ylamino)-pyrimidin-2-ylamino]-8-methoxy-1,2,4,5-tetrahydro-benzo(d)azepin-3-yl}-N,N-dimethyl-acetamide). RXN SMILES: [NH2:1][C:2]1[C:18]([O:19][CH3:20])=[CH:17][C:5]2[CH2:6][CH2:7][N:8]([CH2:11][C:12]([N:14]([CH3:16])[CH3:15])=[O:13])[CH2:9][CH2:10][C:4]=2[CH:3]=1.Cl[C:22]1[N:27]=[C:26]([NH:28][C:29]2[C:39]3[CH2:38][N:37]([S:40]([CH3:43])(=[O:42])=[O:41])[CH2:36][C:35](=[O:44])[NH:34][C:33]=3[CH:32]=[CH:31][C:30]=2[O:45][CH3:46])[C:25]([Cl:47])=[CH:24][N:23]=1>>[Cl:47][C:25]1[C:26]([NH:28][C:29]2[C:39]3[CH2:38][N:37]([S:40]([CH3:43])(=[O:42])=[O:41])[CH2:36][C:35](=[O:44])[NH:34][C:33]=3[CH:32]=[CH:31][C:30]=2[O:45][CH3:46])=[N:27][C:22]([NH:1][C:2]2[C:18]([O:19][CH3:20])=[CH:17][C:5]3[CH2:6][CH2:7][N:8]([CH2:11][C:12]([N:14]([CH3:16])[CH3:15])=[O:13])[CH2:9][CH2:10][C:4]=3[CH:3]=2)=[N:23][CH:24]=1. Procedure details: The title compound was prepared from 2-(7-Amino-8-methoxy-1,2,4,5-tetrahydro-benzo[d]azepin-3-yl)-N,N-dimethyl-acetamide and 6-(2,5-Dichloro-pyrimidin-4-ylamino)-4-methanesulfonyl-7-methoxy-1,3,4,5-tetrahydro-benzo[e][1,4]diazepin-2-one in an analogous manner to example 730 (0.022 g, 12%). Mp118-121° C.; LCMS (m/e) 673 (M); 1H-NMR (DMSO, 400 MHz) δ 10.25 (s, 1H), 8.57 (s, 1H), 8.05 (s, 1H), 7.95 (s, 1H), 7.43 (s, 1H), 7.30 (s, 1H), 7.19-7.11 (q, 2H, J=9.00 Hz), 6.70 (s, 1H), 5.75 (s, 1H), 4.42-4... Reactants: C(C)(C)(C)OC(=O)N1C=COC2=C1C=C(C=C2)C=O (6-Formyl-benzo[1,4]oxazine-4-carboxylic acid tert-butyl ester), C(C)(C)(C)OC(=O)N1C=COC2=C1C=C(C=C2)C=O (6-Formyl-benzo[1,4]oxazine-4-carboxylic acid tert-butyl ester), S1C(NC(C1)=O)=O (1,3-thiazolidine-2,4-dione). Yields the product C(C)(C)(C)OC(=O)N1C=COC2=C1C=C(C=C2)C=C2C(NC(S2)=O)=O (6-(2,4-Dioxo-thiazolidin-5-ylidenemethyl)-benzo[1,4]oxazine-4-carboxylic acid tert-butyl ester). As a reaction SMILES: [C:1]([O:5][C:6]([N:8]1[C:13]2[CH:14]=[C:15]([CH:18]=O)[CH:16]=[CH:17][C:12]=2[O:11][CH:10]=[CH:9]1)=[O:7])([CH3:4])([CH3:3])[CH3:2].[S:20]1[CH2:24][C:23](=[O:25])[NH:22][C:21]1=[O:26]>>[C:1]([O:5][C:6]([N:8]1[C:13]2[CH:14]=[C:15]([CH:18]=[C:24]3[S:20][C:21](=[O:26])[NH:22][C:23]3=[O:25])[CH:16]=[CH:17][C:12]=2[O:11][CH:10]=[CH:9]1)=[O:7])([CH3:2])([CH3:3])[CH3:4]. Procedure details: Following the general method as outlined in Example 1, starting from 6-Formyl-benzo[1,4]oxazine-4-carboxylic acid tert-butyl ester (intermediate 63) and 1,3-thiazolidine-2,4-dione, the title compound was obtained. Reactants: ClC1=CC=C(S1)CN1C=C(C2=CC=CC=C12)C1CCNCC1 (1-(5-chloro-thiophen-2-ylmethyl)-3-piperidin-4-yl-1H-indole), COC(C1=C(C=CC=C1)OCCCl)=O (2-(2-chloro-ethoxy)-benzoic acid methyl ester). The product is ClC1=CC=C(S1)CN1C=C(C2=CC=CC=C12)C1CCN(CC1)CCOC1=C(C(=O)O)C=CC=C1 (2-(2-{4-[1-(5-chloro-thiophen-2-ylmethyl)-1H-indol-3-yl]-piperidin-1-yl}-ethoxy)-benzoic acid). As a reaction SMILES: [Cl:1][C:2]1[S:6][C:5]([CH2:7][N:8]2[C:16]3[C:11](=[CH:12][CH:13]=[CH:14][CH:15]=3)[C:10]([CH:17]3[CH2:22][CH2:21][NH:20][CH2:19][CH2:18]3)=[CH:9]2)=[CH:4][CH:3]=1.C[O:24][C:25](=[O:36])[C:26]1[CH:31]=[CH:30][CH:29]=[CH:28][C:27]=1[O:32][CH2:33][CH2:34]Cl>>[Cl:1][C:2]1[S:6][C:5]([CH2:7][N:8]2[C:16]3[C:11](=[CH:12][CH:13]=[CH:14][CH:15]=3)[C:10]([CH:17]3[CH2:22][CH2:21][N:20]([CH2:34][CH2:33][O:32][C:27]4[CH:28]=[CH:29][CH:30]=[CH:31][C:26]=4[C:25]([OH:36])=[O:24])[CH2:19][CH2:18]3)=[CH:9]2)=[CH:4][CH:3]=1. Procedure details: This compound was prepared following the procedure described in example 13 (part D), starting with 4.21 mmol (13 mmol) of 1-(5-chloro-thiophen-2-ylmethyl)-3-piperidin-4-yl-1H-indole and 3.6 g (17 mmol) of of 2-(2-chloro-ethoxy)-benzoic acid methyl ester. After the standard work-up, 2.47 g of the corresponding acid was obtained. The crude mixture was purified by flash chromatography over silica gel affording 1.2 g (17% of yield) of the pure acid. Starting materials: ClC1=C(C=C(C(=C1)Cl)OC)NC1=C(C=NC2=CC(=C(C=C12)OC)F)C#N (4-[(2,4-dichloro-5-methoxyphenyl)amino]-7-fluoro-6-methoxyquinoline-3-carbonitrile), CN1CCC(CC1)CCCN (3-(1-methylpiperidin-4-yl)propylamine). The solvent is CN1C(CCC1)=O (1-methyl-2-pyrrolidinone). Product: ClC1=C(C=C(C(=C1)Cl)OC)NC1=C(C=NC2=CC(=C(C=C12)OC)NCCCC1CCN(CC1)C)C#N (4-[(2,4-dichloro-5-methoxyphenyl)amino]-6-methoxy-7-{[3-(1-methylpiperidin-4-yl)propyl]amino}quinoline-3-carbonitrile). The yield is 38.4%. As a reaction SMILES: [Cl:1][C:2]1[CH:7]=[C:6]([Cl:8])[C:5]([O:9][CH3:10])=[CH:4][C:3]=1[NH:11][C:12]1[C:21]2[C:16](=[CH:17][C:18](F)=[C:19]([O:22][CH3:23])[CH:20]=2)[N:15]=[CH:14][C:13]=1[C:25]#[N:26].[CH3:27][N:28]1[CH2:33][CH2:32][CH:31]([CH2:34][CH2:35][CH2:36][NH2:37])[CH2:30][CH2:29]1>CN1CCCC1=O>[Cl:1][C:2]1[CH:7]=[C:6]([Cl:8])[C:5]([O:9][CH3:10])=[CH:4][C:3]=1[NH:11][C:12]1[C:21]2[C:16](=[CH:17][C:18]([NH:37][CH2:36][CH2:35][CH2:34][CH:31]3[CH2:30][CH2:29][N:28]([CH3:27])[CH2:33][CH2:32]3)=[C:19]([O:22][CH3:23])[CH:20]=2)[N:15]=[CH:14][C:13]=1[C:25]#[N:26]. Reported procedure: Following the procedure used to prepare Example 27, 250 mg (0.64 mmol) of 4-[(2,4-dichloro-5-methoxyphenyl)amino]-7-fluoro-6-methoxyquinoline-3-carbonitrile is reacted with 600 mg (3.80 mmol) of 3-(1-methylpiperidin-4-yl)propylamine in 2 mL of 1-methyl-2-pyrrolidinone at 105° C. for 18 hours to yield 130 mg of 4-[(2,4-dichloro-5-methoxyphenyl)amino]-6-methoxy-7-{[3-(1-methylpiperidin-4-yl)propyl]amino}quinoline-3-carbonitrile as a white solid, mp 122-124° C. Starting materials: C(C1=CC=CC=C1)N1C2CN(C(C2CC1)C)C(=O)OCC (ethyl 2-benzyl-6-methyl-2,7-diazabicyclo[3.3.0]octane-7-carboxylate). Reagents/catalysts: [Pd] (palladium). Solvent: C(C)O (ethanol). Product: CC1C2CCNC2CN1C(=O)OCC (Ethyl 6-methyl-2,7-diazabicyclo[3.3.0]octane-7-carboxylate). As a reaction SMILES: C([N:8]1[CH2:15][CH2:14][CH:13]2[CH:9]1[CH2:10][N:11]([C:17]([O:19][CH2:20][CH3:21])=[O:18])[CH:12]2[CH3:16])C1C=CC=CC=1>C(O)C.[Pd]>[CH3:16][CH:12]1[N:11]([C:17]([O:19][CH2:20][CH3:21])=[O:18])[CH2:10][CH:9]2[CH:13]1[CH2:14][CH2:15][NH:8]2. Reported procedure: 13 g (44.9 mmol) of ethyl 2-benzyl-6-methyl-2,7-diazabicyclo[3.3.0]octane-7-carboxylate in 150 ml of ethanol are hydrogenated ar 100° C. and 100 bar on 2 g of palladium-active carbon (10% Pd). The catalyst is filtered off, the filtrate is concentrated and the residue is distilled. Starting materials: COc1cc(C(=O)N2CCN(C(=O)OC(C)(C)C)C(CO)C2)cc(OC)c1OC, CI, [H-], [Na+], CN(C)C=O. Product: COCC1CN(C(=O)c2cc(OC)c(OC)c(OC)c2)CCN1C(=O)OC(C)(C)C. As a reaction SMILES: [C:1]([CH3:2])([CH3:3])([CH3:4])[O:5][C:6](=[O:7])[N:8]1[CH:9]([CH2:28][OH:29])[CH2:10][N:11]([C:14]([c:15]2[cH:16][c:17]([O:25][CH3:26])[c:18]([O:23][CH3:24])[c:19]([O:21][CH3:22])[cH:20]2)=[O:27])[CH2:12][CH2:13]1.[CH3:30][I:31].[H-:32].[Na+:33].[O:34]=[CH:35][N:36]([CH3:37])[CH3:38]>>[C:1]([CH3:2])([CH3:3])([CH3:4])[O:5][C:6](=[O:7])[N:8]1[CH:9]([CH2:28][O:29][CH3:30])[CH2:10][N:11]([C:14]([c:15]2[cH:16][c:17]([O:25][CH3:26])[c:18]([O:23][CH3:24])[c:19]([O:21][CH3:22])[cH:20]2)=[O:27])[CH2:12][CH2:13]1. The reactants are ClC=1C=C2C(=C(N(C2=CC1)S(=O)(=O)C1=CC=CC=C1)C(=O)OCC)S(=O)(=O)Cl (ethyl 5-chloro-3-(chlorosulfonyl)-1-(phenylsulfonyl)-1H-indole-2-carboxylate), FC(C(=O)O)(F)F.N1C(CNCC1)=O (piperazin-2-one trifluoroacetate), BrC=1C=C2C(=C(N(C2=CC1)S(=O)(=O)C1=CC=CC=C1)C(=O)OCC)S(=O)(=O)Cl (ethyl 5-bromo-3-(chlorosulfonyl)-1-(phenylsulfonyl)-1H-indole-2-carboxylate), N1CCOCC1 (morpholine). Product: BrC=1C=C2C(=C(NC2=CC1)C(=O)N)S(=O)(=O)N1CC(NCC1)=O (5-Bromo-3-[(3-oxopiperazin-1-yl)sulfonyl]-1H-indole-2-carboxamide). RXN SMILES: ClC1C=C2C(=CC=1)[N:7](S(C1C=CC=CC=1)(=O)=O)C(C(OCC)=O)=C2S(Cl)(=O)=O.[Br:29][C:30]1[CH:31]=[C:32]2[C:36](=[CH:37][CH:38]=1)[N:35](S(C1C=CC=CC=1)(=O)=O)[C:34]([C:48]([O:50]CC)=O)=[C:33]2[S:53](Cl)(=[O:55])=[O:54].N1CCOCC1.FC(F)(F)C(O)=O.[NH:70]1[CH2:75][CH2:74][NH:73][CH2:72][C:71]1=[O:76]>>[Br:29][C:30]1[CH:31]=[C:32]2[C:36](=[CH:37][CH:38]=1)[NH:35][C:34]([C:48]([NH2:7])=[O:50])=[C:33]2[S:53]([N:73]1[CH2:74][CH2:75][NH:70][C:71](=[O:76])[CH2:72]1)(=[O:54])=[O:55] |f:3.4|. Reported procedure: Following the procedures described in Steps D and E of Example 1, replacing in Step D ethyl 5-chloro-3-(chlorosulfonyl)-1-(phenylsulfonyl)-1H-indole-2-carboxylate with ethyl 5-bromo-3-(chlorosulfonyl)-1-(phenylsulfonyl)-1H-indole-2-carboxylate, and morpholine with piperazin-2-one trifluoroacetate, the title compound was obtained after purification by preparative reversed phase HPLC. Proton NMR for the product was consistent with the titled compound. ESI+MS: 402.1 [M+H]+. Reactants: C[Li] (methyllithium), [Cl-].[Ce+3].[Cl-].[Cl-] (cerium chloride), FC1=CC=C(COC2=CC(N(C=C2)C=2C=CC3=C(N(C(=N3)C3CC(C3)=O)C)C2)=O)C=C1 (4-((4-fluorobenzyl)oxy)-1-(1-methyl-2-(3-oxocyclobutyl)-1H-benzimidazol-6-yl)pyridin-2(1H)-one). The solvent is C1CCOC1 (THF), C1CCOC1 (THF). Conditions: time 1 hour. Yields the product FC1=CC=C(COC2=CC(N(C=C2)C=2C=CC3=C(N(C(=N3)C3CC(C3)(C)O)C)C2)=O)C=C1 (4-((4-Fluorobenzyl)oxy)-1-(2-(3-hydroxy-3-methylcyclobutyl)-1-methyl-1H-benzimidazol-6-yl)pyridin-2(1H)-one). As a reaction SMILES: [Cl-].[Ce+3].[Cl-].[Cl-].[CH3:5][Li].[F:7][C:8]1[CH:37]=[CH:36][C:11]([CH2:12][O:13][C:14]2[CH:19]=[CH:18][N:17]([C:20]3[CH:21]=[CH:22][C:23]4[N:27]=[C:26]([CH:28]5[CH2:31][C:30](=[O:32])[CH2:29]5)[N:25]([CH3:33])[C:24]=4[CH:34]=3)[C:16](=[O:35])[CH:15]=2)=[CH:10][CH:9]=1>C1COCC1>[F:7][C:8]1[CH:37]=[CH:36][C:11]([CH2:12][O:13][C:14]2[CH:19]=[CH:18][N:17]([C:20]3[CH:21]=[CH:22][C:23]4[N:27]=[C:26]([CH:28]5[CH2:31][C:30]([OH:32])([CH3:5])[CH2:29]5)[N:25]([CH3:33])[C:24]=4[CH:34]=3)[C:16](=[O:35])[CH:15]=2)=[CH:10][CH:9]=1 |f:0.1.2.3|. Procedure: To a stirred suspension of cerium chloride (532 mg) in THF (30 ml) was added methyllithium (3 M in diethoxymethane, 719 μl) at −78° C. A cold solution of 4-((4-fluorobenzyl)oxy)-1-(1-methyl-2-(3-oxocyclobutyl)-1H-benzimidazol-6-yl)pyridin-2(1H)-one (150 mg) in dry THF (3 ml) was slowly added to the reaction mixture at −78° C. and stirred for 1 h at the same temperature. The reaction mixture was quenched with saturated NH4Cl at −78° C. and then warmed up to room temperature. The mixture was extra...